Dataset: the Open Reaction Database (ORD), a public repository of structured organic reaction records. Task: describe an organic reaction: reactants, conditions, products, and yield Starting materials: COC(=O)C(Oc1nc(C)cc(C)n1)C(C)(C)C, Cc1ccccc1, CO, [K+], [OH-], O, O=C(O)C(=O)O. Yields the product Cc1cc(C)nc(OC(C(=O)O)C(C)(C)C)n1. As a reaction SMILES: [CH3:1][c:2]1[n:3][c:4]([O:9][CH:10]([C:11](=[O:12])[O:13][CH3:14])[C:15]([CH3:16])([CH3:17])[CH3:18])[n:5][c:6]([CH3:8])[cH:7]1.[CH3:21][c:22]1[cH:23][cH:24][cH:25][cH:26][cH:27]1.[CH3:34][OH:35].[K+:20].[OH-:19].[OH2:36].[OH:28][C:29]([C:30](=[O:31])[OH:32])=[O:33]>>[CH3:1][c:2]1[n:3][c:4]([O:9][CH:10]([C:11](=[O:12])[OH:13])[C:15]([CH3:16])([CH3:17])[CH3:18])[n:5][c:6]([CH3:8])[cH:7]1. Reactants: C(#N)C=1C=C(OC=2C=C(C=CC2)CC(C(=O)N(C)C)NC(OC(C)(C)C)=O)C=CC1 (tert-Butyl 3-(3-(3-cyanophenoxy)phenyl)-1-(dimethylamino)-1-oxopropan-2-ylcarbamate), Cl (HCl). Solvent: O1CCOCC1 (dioxane). Run at time 2 hour. Yields the product Cl.NC(C(=O)N(C)C)CC1=CC(=CC=C1)OC1=CC(=CC=C1)C#N (2-amino-3-[3-(3-cyanophenoxy)phenyl]-N,N-dimethylpropanamide-HCl salt). Reaction SMILES: [C:1]([C:3]1[CH:4]=[C:5]([CH:28]=[CH:29][CH:30]=1)[O:6][C:7]1[CH:8]=[C:9]([CH2:13][CH:14]([NH:20]C(=O)OC(C)(C)C)[C:15]([N:17]([CH3:19])[CH3:18])=[O:16])[CH:10]=[CH:11][CH:12]=1)#[N:2].[ClH:31]>O1CCOCC1>[ClH:31].[NH2:20][CH:14]([CH2:13][C:9]1[CH:10]=[CH:11][CH:12]=[C:7]([O:6][C:5]2[CH:28]=[CH:29][CH:30]=[C:3]([C:1]#[N:2])[CH:4]=2)[CH:8]=1)[C:15]([N:17]([CH3:19])[CH3:18])=[O:16] |f:3.4|. Procedure: tert-Butyl 3-(3-(3-cyanophenoxy)phenyl)-1-(dimethylamino)-1-oxopropan-2-ylcarbamate (0.045 g crude) was taken up in 4 M HCl in dioxane 2 ml and stirred at r.t. for 2 h. The reaction was complete, concentrated under reduced pressure in vacuo. The residue was taken up in acetonitrile and reconcentrated under reduced pressure two times to give crude 2-amino-3-[3-(3-cyanophenoxy)phenyl]-N,N-dimethylpropanamide-HCl salt (0.045 g) as a semisolid residue which was directly used in next step reaction wi... Reactants: C[Si](OC[C@]12CC[C@@H](C[C@@H]1CC[C@H]1[C@@H]3CC[C@@H]([C@@]3(C)CC[C@H]21)O)O)(C)C (19-Trimethylsiloxy-5α-androstane-3β,17β-diol), CC(=O)C.OS(=O)(=O)O.O=[Cr](=O)=O (Jones reagent). The solvent is CC(=O)C (acetone), CC(=O)C (acetone). Run at temperature 10 celsius, time 5 minute. The product is C[Si](OC[C@]12CCC(C[C@@H]1CC[C@H]1[C@@H]3CCC([C@@]3(C)CC[C@H]21)=O)=O)(C)C (19-trimethylsiloxy-5α-androstane-3,17-dione). Reaction SMILES: [CH3:1][Si:2]([CH3:26])([CH3:25])[O:3][CH2:4][C@@:5]12[C@@H:22]3[C@H:13]([C@H:14]4[C@@:18]([CH2:20][CH2:21]3)([CH3:19])[C@@H:17]([OH:23])[CH2:16][CH2:15]4)[CH2:12][CH2:11][C@H:10]1[CH2:9][C@@H:8]([OH:24])[CH2:7][CH2:6]2.CC(C)=O.OS(O)(=O)=O.O=[Cr](=O)=O>CC(C)=O>[CH3:25][Si:2]([CH3:1])([CH3:26])[O:3][CH2:4][C@@:5]12[C@@H:22]3[C@H:13]([C@H:14]4[C@@:18]([CH2:20][CH2:21]3)([CH3:19])[C:17](=[O:23])[CH2:16][CH2:15]4)[CH2:12][CH2:11][C@H:10]1[CH2:9][C:8](=[O:24])[CH2:7][CH2:6]2 |f:1.2.3|. Reported procedure: 19-Trimethylsiloxy-5α-androstane-3β,17β-diol is dissolved in acetone and chilled to 10° C. Jones reagent is added with stirring over a period of 5 minutes and the mixture left standing for an additional 20 minutes. The acetone layer is poured onto water with vigorous stirring. The solid which forms is collected by filtration, air dried and crystallized from an acetone-hexane solution to yield 19-trimethylsiloxy-5α-androstane-3,17-dione. RXN SMILES: C12(COC3C(C4CC4)=CC(C(O)=O)=C(F)C=3)CC3CC(CC(C3)C1)C2.[C:26]12([CH2:36][O:37][C:38]3[C:46]([Cl:47])=[CH:45][C:41]([C:42](O)=[O:43])=[C:40]([F:48])[CH:39]=3)[CH2:35][CH:30]3[CH2:31][CH:32]([CH2:34][CH:28]([CH2:29]3)[CH2:27]1)[CH2:33]2.CS(N)(=O)=O.[CH3:54][O:55][CH2:56][CH2:57][S:58]([NH2:61])(=[O:60])=[O:59]>>[C:26]12([CH2:36][O:37][C:38]3[C:46]([Cl:47])=[CH:45][C:41]([C:42]([NH:61][S:58]([CH2:57][CH2:56][O:55][CH3:54])(=[O:60])=[O:59])=[O:43])=[C:40]([F:48])[CH:39]=3)[CH2:27][CH:28]3[CH2:29][CH:30]([CH2:31][CH:32]([CH2:34]3)[CH2:33]1)[CH2:35]2. Starting materials: CS(=O)(=O)N (methanesulfonamide), COCCS(=O)(=O)N (2-methoxyethane-1-sulfonamide), C12(CC3CC(CC(C1)C3)C2)COC2=CC(=C(C(=O)O)C=C2C2CC2)F (4-(adamantan-1-ylmethoxy)-5-cyclopropyl-2-fluorobenzoic acid), C12(CC3CC(CC(C1)C3)C2)COC2=CC(=C(C(=O)O)C=C2Cl)F (4-(adamantan-1-ylmethoxy)-5-chloro-2-fluorobenzoic acid). Reported procedure: Following the procedure as described in Example 50 step 5 and making variations as required to replace 4-(adamantan-1-ylmethoxy)-5-cyclopropyl-2-fluorobenzoic acid with 4-(adamantan-1-ylmethoxy)-5-chloro-2-fluorobenzoic acid and methanesulfonamide with 2-methoxyethane-1-sulfonamide, the title compound was obtained as a colorless solid (0.05 g, 9%): 1H NMR (300 MHz, CDCl3) δ 8.68-8.54 (m, 1H), 8.13-8.03 (m, 1H), 6.74-6.62 (m, 1H), 3.91-3.74 (m, 4H), 3.59 (s, 2H), 3.31 (s, 3H), 2.05 (s, 3H), 1.85-... Product: C12(CC3CC(CC(C1)C3)C2)COC2=CC(=C(C(=O)NS(=O)(=O)CCOC)C=C2Cl)F (4-(adamantan-1-ylmethoxy)-5-chloro-2-fluoro-N-((2-methoxyethyl)-sulfonyl)benzamide), solid. Yield: 9.0%. The reactants are C[O-].[Na+] (NaOMe), C(C1=CC=CC=C1)N1C(=NN=C1Br)Br (4-benzyl-3,5-dibromo-4H-1,2,4-triazole), C(C1=CC=CC=C1)N1C(=NN=C1Br)Br (4-benzyl-3,5-dibromo-4H-1,2,4-triazole), C[O-].[Na+] (NaOMe). Solvent: CO (MeOH). Yields the product C(C1=CC=CC=C1)N1C(=NN=C1OC)Br (4-Benzyl-3-bromo-5-methoxy-4H-1,2,4-triazole). As a reaction SMILES: [CH2:1]([N:8]1[C:12](Br)=[N:11][N:10]=[C:9]1[Br:14])[C:2]1[CH:7]=[CH:6][CH:5]=[CH:4][CH:3]=1.[CH3:15][O-:16].[Na+]>CO>[CH2:1]([N:8]1[C:12]([O:16][CH3:15])=[N:11][N:10]=[C:9]1[Br:14])[C:2]1[CH:7]=[CH:6][CH:5]=[CH:4][CH:3]=1 |f:1.2|. Reported procedure: To a solution of 4-benzyl-3,5-dibromo-4H-1,2,4-triazole (compound 91.2, 3.71 g, 11.7 mmol) in MeOH 15 mL) was added NaOMe (1.26 g, 23.4 mmol) and the mixture was refluxed for 18 hours. The mixture was cooled somewhat and additional NaOMe was added (1.26 g, 23.4 mmol). The mixture was refluxed for an additional 5 hours, then cooled to room temperature, and the solvent was removed under reduced pressure. The residue was dissolved in EtOAc (200 mL) and washed with water (30 mL). The organic layer w... Reactants: C1(=CC=CC=C1)C=1N=C(OC1C1=CC=CC=C1)[C@@H]1N(C[C@@H](C1)O)C(=O)OCC1=CC=CC=C1 (benzyl (2R, 4R)-2-(4,5-diphenyloxazol-2-yl)-4-hydroxypyrrolidine-1-carboxylate). The reagents and catalysts are [Pd] (Pd-C). The solvent is CO (MeOH). Conditions: time 1 hour. Product: C1(=CC=CC=C1)C=1N=C(OC1C1=CC=CC=C1)[C@@H]1NC[C@@H](C1)O ((2R, 4R)-2-(4,5-diphenyloxazol-2-yl)pyrrolidin-4-ol). Yield: 97.3%. RXN SMILES: [C:1]1([C:7]2[N:8]=[C:9]([C@H:18]3[CH2:22][C@@H:21]([OH:23])[CH2:20][N:19]3C(OCC3C=CC=CC=3)=O)[O:10][C:11]=2[C:12]2[CH:17]=[CH:16][CH:15]=[CH:14][CH:13]=2)[CH:6]=[CH:5][CH:4]=[CH:3][CH:2]=1>CO.[Pd]>[C:1]1([C:7]2[N:8]=[C:9]([C@H:18]3[CH2:22][C@@H:21]([OH:23])[CH2:20][NH:19]3)[O:10][C:11]=2[C:12]2[CH:17]=[CH:16][CH:15]=[CH:14][CH:13]=2)[CH:2]=[CH:3][CH:4]=[CH:5][CH:6]=1. Procedure: To a solution of benzyl (2R, 4R)-2-(4,5-diphenyloxazol-2-yl)-4-hydroxypyrrolidine-1-carboxylate (350 mg) in MeOH (15 mL) was added 10%Pd-C (wet) (50 mg), and the mixture was stirred under hydrogen atmosphere at room temperature for 1 hour. The catalyst was removed by filtration and the filtrate was evaporated to give (2R, 4R)-2-(4,5-diphenyloxazol-2-yl)pyrrolidin-4-ol (236.8 mg).